Dataset: the Open Reaction Database (ORD), a public repository of structured organic reaction records. Task: describe an organic reaction: reactants, conditions, products, and yield Starting materials: CN1C2CC(C(C1)C2)N (2-Methyl-2-azabicyclo[2.2.1]heptan-5-amine), C1CCN2CC(CCC12)N (octahydroindolizin-6-amine), C(=O)(OC(C)(C)C)N1C2CC(C(C1)CC2)N (2-Boc-2-azabicyclo[2.2.2]octan-5-amine), Bicycloamines, amides, CN1C2CC(C(C1)CC2)N (2-Methyl-2-azabicyclo[2.2.2]octan-5-amine). Yields the product C12NCC(C(C1)N)C2 (2-azabicyclo[2.2.1]heptan-5-amine), C12CC(CC(CC1)N2)N (8-azabicyclo[3.2.1]octan-3-amine), C12CC(CC(CCC1)N2)N (9-azabicyclo[3.3.1]nonan-3-amine), CN1C2CC(CC1CC2)N (8-Methyl-8-azabicyclo[3.2.1]octan-3-amine). As a reaction SMILES: [CH3:1][N:2]1[CH2:7][CH:6]2[CH2:8][CH2:9][CH:3]1[CH2:4][CH:5]2[NH2:10].C([N:18]1[CH2:23][CH:22]2[CH2:24][CH2:25][CH:19]1[CH2:20][CH:21]2[NH2:26])(O[C:14](C)(C)[CH3:15])=O.C[N:28]1[CH2:33][CH:32]2[CH2:34][CH:29]1[CH2:30][CH:31]2[NH2:35].C1C2N(CC(N)CC2)CC1>>[CH:3]12[CH2:9][CH:6]([CH:5]([NH2:10])[CH2:4]1)[CH2:7][NH:2]2.[CH:19]12[NH:18][CH:23]([CH2:24][CH2:25]1)[CH2:22][CH:21]([NH2:26])[CH2:20]2.[CH:29]12[NH:28][CH:33]([CH2:14][CH2:15][CH2:34]1)[CH2:32][CH:31]([NH2:35])[CH2:30]2.[CH3:1][N:2]1[CH:3]2[CH2:9][CH2:8][CH:7]1[CH2:6][CH:5]([NH2:10])[CH2:4]2. Procedure details: Bicycloamines that can be used in the preparation of the bicyclobase amides are commercially available, can be prepared by known procedures described in the literature, or as described below. For example, 2-Methyl-2-azabicyclo[2.2.2]octan-5-amine was obtained by the reduction of the 2-Boc-2-azabicyclo[2.2.2]octan-5-amine (J. Med. Chem. 1973, 16, 853; Synthesis 1979, 50; WO97/40016). 2-Methyl-2-azabicyclo[2.2.1]heptan-5-amine (Tetrahedron 1998, 54, 8047-8054; J. Med. Chem. 1992, 35, 2184-2191), o... The reactants are C(C)(=O)O[BH-](OC(C)=O)OC(C)=O.[Na+] (sodium triacetoxyborohydride), C(C1(C)C(C)(C)C(C(=O)O)CC1)(=O)O (camphoric acid), C(C=C)N1[C@H](CN[C@@H](C1)C)C ((+)-(2S,5R)-1-allyl-2,5-dimethylpiperazine), 1, C(C1=CC=CC=C1)=O (benzaldehyde). The solvent is C(C)(=O)O (acetic acid), O1CCCC1 (tetrahydrofuran). Reaction conditions: time 4 hour. The product is C(C=C)N1[C@H](CN([C@@H](C1)C)CC1=CC=CC=C1)C ((2S,5R)-1-Allyl-4-benzyl-2,5-dimethylpiperazine). As a reaction SMILES: C(O)(=O)[C:2]1([CH2:12][CH2:11][CH:7]([C:8](O)=O)[C:4]1([CH3:6])C)C.[CH2:15]([N:18]1[CH2:23][C@@H:22]([CH3:24])[NH:21][CH2:20][C@@H:19]1[CH3:25])[CH:16]=[CH2:17].C(=O)C1C=CC=CC=1.C(O[BH-](OC(=O)C)OC(=O)C)(=O)C.[Na+]>O1CCCC1.C(O)(=O)C>[CH2:15]([N:18]1[CH2:23][C@@H:22]([CH3:24])[N:21]([CH2:8][C:7]2[CH:4]=[CH:6][CH:2]=[CH:12][CH:11]=2)[CH2:20][C@@H:19]1[CH3:25])[CH:16]=[CH2:17] |f:3.4|. Reported procedure: To a suspension of the camphoric acid salt of (+)-(2S,5R)-1-allyl-2,5-dimethylpiperazine from Preparation 1 (78.2 g) and benzaldehyde (26.5 g) in tetrahydrofuran (500 ml) containing glacial acetic acid (2 ml) was added sodium triacetoxyborohydride (93.3 g) portionwise over 10 minutes. The resulting mixture was stirred at room temperature for 4 hours. The reaction was partitioned between ethyl acetate (1500 ml) and aqueous sodium hydroxide (750 ml of 2N solution). The layers were separated and th... Reactants: C1(=CC=CC=C1)[C@H]1[C@@H](C1)N ((1R,2S)-2-phenyl-cyclopropylamine), CCN(C(C)C)C(C)C (DIEA), S1C(=S)NC(=O)C1 (rhodanine), mercuric chloride. Yields the product C1(=CC=CC=C1)[C@H]1[C@@H](C1)NC=1SCC(N1)=O (2-((1R,2S)-2-phenyl-cyclopropylamino)-thiazol-4-one). As a reaction SMILES: [C:1]1([C@@H:7]2[CH2:9][C@H:8]2[NH2:10])[CH:6]=[CH:5][CH:4]=[CH:3][CH:2]=1.[S:11]1[CH2:17][C:15](=[O:16])[NH:14][C:12]1=S.CCN(C(C)C)C(C)C>>[C:1]1([C@@H:7]2[CH2:9][C@H:8]2[NH:10][C:12]2[S:11][CH2:17][C:15](=[O:16])[N:14]=2)[CH:6]=[CH:5][CH:4]=[CH:3][CH:2]=1. Procedure: Similar procedure as described in example 10c was used, starting with (1R,2S)-2-phenyl-cyclopropylamine, rhodanine, mercuric chloride and DIEA to give 2-((1R,2S)-2-phenyl-cyclopropylamino)-thiazol-4-one. LC-MS m/e 232 (MH+). The reactants are CC(=O)OC(C)=O, CN(C)CN(C)C, COc1cc(C)c(C(=O)Cc2ccccc2)cc1OC, O. The product is C=C(C(=O)c1cc(OC)c(OC)cc1C)c1ccccc1. Reaction SMILES: [CH3:1][C:2]([O:3][C:4](=[O:5])[CH3:6])=[O:7].[CH3:28][N:29]([CH2:30][N:31]([CH3:32])[CH3:33])[CH3:34].[CH3:8][O:9][c:10]1[cH:11][c:12]([CH3:27])[c:13]([C:18]([CH2:19][c:20]2[cH:21][cH:22][cH:23][cH:24][cH:25]2)=[O:26])[cH:14][c:15]1[O:16][CH3:17].[OH2:35]>>[CH2:1]=[C:19]([C:18]([c:13]1[c:12]([CH3:27])[cH:11][c:10]([O:9][CH3:8])[c:15]([O:16][CH3:17])[cH:14]1)=[O:26])[c:20]1[cH:21][cH:22][cH:23][cH:24][cH:25]1. Reactants: COc1ccc(C(=O)O)cc1C=Cc1ccc(OC(F)(F)F)cc1, NC(CO)CO. The product is COc1ccc(C(=O)NC(CO)CO)cc1C=Cc1ccc(OC(F)(F)F)cc1. Reaction SMILES: [CH3:1][O:2][c:3]1[c:4]([CH:12]=[CH:13][c:14]2[cH:15][cH:16][c:17]([O:20][C:21]([F:22])([F:23])[F:24])[cH:18][cH:19]2)[cH:5][c:6]([C:7](=[O:8])[OH:9])[cH:10][cH:11]1.[NH2:25][CH:26]([CH2:27][OH:28])[CH2:29][OH:30]>>[CH3:1][O:2][c:3]1[c:4]([CH:12]=[CH:13][c:14]2[cH:15][cH:16][c:17]([O:20][C:21]([F:22])([F:23])[F:24])[cH:18][cH:19]2)[cH:5][c:6]([C:7](=[O:9])[NH:25][CH:26]([CH2:27][OH:28])[CH2:29][OH:30])[cH:10][cH:11]1. Yields the product C(#N)C1=CC(=C(C=C1)C=1C=NN(C1O)C1=NC=C(C(=O)NC2CCN(CC2)CC)C=C1)C (6-(4-(4-cyano-2-methylphenyl)-5-hydroxy-1H-pyrazol-1-yl)-N-(1-ethylpiperidin-4-yl)nicotinamide). RXN SMILES: C(O)(C(F)(F)F)=O.[C:8]([C:10]1[CH:15]=[CH:14][C:13]([C:16]2[CH:17]=[N:18][N:19]([C:22]3[CH:30]=[CH:29][C:25]([C:26]([OH:28])=O)=[CH:24][N:23]=3)[C:20]=2[OH:21])=[C:12]([CH3:31])[CH:11]=1)#[N:9].[CH2:32]([N:34]1[CH2:39][CH2:38][CH:37]([NH2:40])[CH2:36][CH2:35]1)[CH3:33]>>[C:8]([C:10]1[CH:15]=[CH:14][C:13]([C:16]2[CH:17]=[N:18][N:19]([C:22]3[CH:30]=[CH:29][C:25]([C:26]([NH:40][CH:37]4[CH2:38][CH2:39][N:34]([CH2:32][CH3:33])[CH2:35][CH2:36]4)=[O:28])=[CH:24][N:23]=3)[C:20]=2[OH:21])=[C:12]([CH3:31])[CH:11]=1)#[N:9]. Procedure: The title compound, as a TFA salt, was prepared in a manner similar to Example 74 using 6-(4-(4-cyano-2-methylphenyl)-5-hydroxy-1H-pyrazol-1-yl)nicotinic acid and 1-ethylpiperidin-4-amine. 1H NMR (400 MHz, DMSO-d6) δ ppm 1.13-1.31 (m, 3H) 1.71-1.88 (m, 2H) 1.91-2.20 (m, 2H) 2.44 (s, 3H) 3.01-3.18 (m, 3H) 3.23-3.43 (m, 1H) 3.55 (d, J=12.13 Hz, 2H) 3.99-4.28 (m, 1H) 7.67 (d, J=7.83 Hz, 1H) 7.70-7.86 (m, 2H) 8.07-8.31 (m, 1H) 8.32-8.64 (m, 2H) 8.73 (d, J=6.32 Hz, 1H) 8.84-8.99 (m, 1H) 9.24 (br. s.,... Starting materials: C(=O)(C(F)(F)F)O (TFA), C(#N)C1=CC(=C(C=C1)C=1C=NN(C1O)C1=NC=C(C(=O)O)C=C1)C (6-(4-(4-cyano-2-methylphenyl)-5-hydroxy-1H-pyrazol-1-yl)nicotinic acid), C(C)N1CCC(CC1)N (1-ethylpiperidin-4-amine). Starting materials: SCCC(=O)O (3-mercaptopropionic acid), C(C)(C)(C)C=1SC2=C(N1)C=C(C(=C2)N=C=S)OC (2-tert.-butyl-6-isothiocyano-5-methoxy-benzthiazole), ice. Solvent: CN(C=O)C (dimethylformamide). Conditions: time 2 hour. The product is C(=O)(O)CCSC(NC1=CC2=C(N=C(S2)C(C)(C)C)C=C1OC)=S (N-[2-tert.-butyl-5-methoxy-benzthiazol-6-yl]-dithiocarbamic acid S-(2-carboxyethyl)-ester). Reaction SMILES: [C:1]([C:5]1[S:6][C:7]2[CH:13]=[C:12]([N:14]=[C:15]=[S:16])[C:11]([O:17][CH3:18])=[CH:10][C:8]=2[N:9]=1)([CH3:4])([CH3:3])[CH3:2].[SH:19][CH2:20][CH2:21][C:22]([OH:24])=[O:23]>CN(C)C=O>[C:22]([CH2:21][CH2:20][S:19][C:15](=[S:16])[NH:14][C:12]1[C:11]([O:17][CH3:18])=[CH:10][C:8]2[N:9]=[C:5]([C:1]([CH3:4])([CH3:3])[CH3:2])[S:6][C:7]=2[CH:13]=1)([OH:24])=[O:23]. Reported procedure: 27.8 g (0.10 mole) of 2-tert.-butyl-6-isothiocyano-5-methoxy-benzthiazole are dissolved in 150 ml of dimethylformamide and 14 g (0.13 mole) of 3-mercaptopropionic acid are added. The solution is stirred at room temperature under nitrogen for 2 hours, then poured onto 2 kg of ice and stirred until the product has become solid. It is filtered off, washed with water and heated in 700 ml of toluene, decanted from water, dried over sodium sulphate, clarified with active carbon and filtered. The filtr... Reactants: O=C(CN1CCN(c2cccc(Br)c2)CC1)N1CCN(C2CCC2)CC1, [K+], [K+], O=C([O-])[O-], C1COCCO1, OB(O)c1ccccc1, c1ccc(P(c2ccccc2)(c2ccccc2)[Pd](P(c2ccccc2)(c2ccccc2)c2ccccc2)(P(c2ccccc2)(c2ccccc2)c2ccccc2)P(c2ccccc2)(c2ccccc2)c2ccccc2)cc1. The product is O=C(CN1CCN(c2cccc(-c3ccccc3)c2)CC1)N1CCN(C2CCC2)CC1. As a reaction SMILES: [Br:1][c:2]1[cH:3][c:4]([N:8]2[CH2:9][CH2:10][N:11]([CH2:14][C:15](=[O:16])[N:17]3[CH2:18][CH2:19][N:20]([CH:23]4[CH2:24][CH2:25][CH2:26]4)[CH2:21][CH2:22]3)[CH2:12][CH2:13]2)[cH:5][cH:6][cH:7]1.[K+:42].[K+:43].[O-:44][C:45]([O-:46])=[O:47].[O:36]1[CH2:37][CH2:38][O:39][CH2:40][CH2:41]1.[c:27]1([B:33]([OH:34])[OH:35])[cH:28][cH:29][cH:30][cH:31][cH:32]1.[cH:48]1[cH:49][cH:50][c:51]([P:52]([Pd:53]([P:54]([c:55]2[cH:56][cH:57][cH:58][cH:59][cH:60]2)([c:61]2[cH:62][cH:63][cH:64][cH:65][cH:66]2)[c:67]2[cH:68][cH:69][cH:70][cH:71][cH:72]2)([P:73]([c:74]2[cH:75][cH:76][cH:77][cH:78][cH:79]2)([c:80]2[cH:81][cH:82][cH:83][cH:84][cH:85]2)[c:86]2[cH:87][cH:88][cH:89][cH:90][cH:91]2)[P:92]([c:93]2[cH:94][cH:95][cH:96][cH:97][cH:98]2)([c:99]2[cH:100][cH:101][cH:102][cH:103][cH:104]2)[c:105]2[cH:106][cH:107][cH:108][cH:109][cH:110]2)([c:111]2[cH:112][cH:113][cH:114][cH:115][cH:116]2)[c:117]2[cH:118][cH:119][cH:120][cH:121][cH:122]2)[cH:123][cH:124]1>>[c:2]1(-[c:27]2[cH:28][cH:29][cH:30][cH:31][cH:32]2)[cH:3][c:4]([N:8]2[CH2:9][CH2:10][N:11]([CH2:14][C:15](=[O:16])[N:17]3[CH2:18][CH2:19][N:20]([CH:23]4[CH2:24][CH2:25][CH2:26]4)[CH2:21][CH2:22]3)[CH2:12][CH2:13]2)[cH:5][cH:6][cH:7]1. Starting materials: FC=1C=C(C=CC1)NC1=NC=C(C(=N1)NCCC)C#CCCCN1C(C2=CC=CC=C2C1=O)=O (2-(5-(2-((3-fluorophenyl)amino)-4-(propylamino)pyrimidin-5-yl)-4-pentyn-1-yl)isoindoline-1,3-dione), C(C)(C)OC(C)C (diisopropyl ether). Solvent: O1CCCC1 (tetrahydrofuran), C(C)O (ethanol), O.NN (hydrazine monohydrate), C(C)O (ethanol). Run at time 10 minute. The product is NCCCC#CC=1C(=NC(=NC1)NC1=CC(=CC=C1)F)NCCC (5-(5-amino-1-pentyn-1-yl)-N2-(3-fluorophenyl)-N4-propylpyrimidine-2,4-diamine). Isolated yield 61.2%. As a reaction SMILES: [F:1][C:2]1[CH:3]=[C:4]([NH:8][C:9]2[N:14]=[C:13]([NH:15][CH2:16][CH2:17][CH3:18])[C:12]([C:19]#[C:20][CH2:21][CH2:22][CH2:23][N:24]3C(=O)C4C(=CC=CC=4)C3=O)=[CH:11][N:10]=2)[CH:5]=[CH:6][CH:7]=1.C(OC(C)C)(C)C>O1CCCC1.C(O)C.O.NN>[NH2:24][CH2:23][CH2:22][CH2:21][C:20]#[C:19][C:12]1[C:13]([NH:15][CH2:16][CH2:17][CH3:18])=[N:14][C:9]([NH:8][C:4]2[CH:5]=[CH:6][CH:7]=[C:2]([F:1])[CH:3]=2)=[N:10][CH:11]=1 |f:4.5|. Procedure details: To a solution of 2-(5-(2-((3-fluorophenyl)amino)-4-(propylamino)pyrimidin-5-yl)-4-pentyn-1-yl)isoindoline-1,3-dione (F3, 2.51 g) in tetrahydrofuran (20 mL) and ethanol (10 mL), hydrazine monohydrate (5.1 mL) was added at room temperature, and the mixture was stirred for 10 minutes under reflux by heating. To the reaction mixture, ethanol (10 mL) was added, and the mixture was stirred at room temperature for 3 hours and 20 minutes. To the reaction mixture, diisopropyl ether was added, the insolub... Reactants: C(C)C=1C(=NC(=C(C(=N)NO)C1)C)OC (5-ethyl-N-hydroxy-6-methoxy-2-methylnicotinamidine), C(C)OC(OCC)OCC (triethylorthoformate), B(F)(F)F.CCOCC (boron trifluoride etherate). Reaction conditions: temperature 100 celsius, time 30 minute. Product: C(C)C=1C(=NC(=C(C1)C1=NOC=N1)C)OC (3-ethyl-2-methoxy-6-methyl-5-(1,2,4-oxadiazol-3-yl)-pyridine). Isolated yield 15.0%. RXN SMILES: [CH2:1]([C:3]1[C:4]([O:14][CH3:15])=[N:5][C:6]([CH3:13])=[C:7]([CH:12]=1)[C:8]([NH:10][OH:11])=[NH:9])[CH3:2].[CH2:16](OC(OCC)OCC)C.B(F)(F)F.CCOCC>>[CH2:1]([C:3]1[C:4]([O:14][CH3:15])=[N:5][C:6]([CH3:13])=[C:7]([C:8]2[N:9]=[CH:16][O:11][N:10]=2)[CH:12]=1)[CH3:2] |f:2.3|. Reported procedure: To a crude mixture of 5-ethyl-N-hydroxy-6-methoxy-2-methylnicotinamidine (formed on 1.705 mmol scale following the procedures of Step 3, Example 22), under a nitrogen atmosphere, is added triethylorthoformate (2 mL), followed by boron trifluoride etherate (42.6 μL, 0.336 mmol). The resulting solution mixture is heated at 100° C. for 3.25 hr. The mixture is allowed to cool, concentrated under vacuum, then treated with aqueous hydrochloric acid (1M, 2 mL). The resulting mixture is allowed to stand...